Task: describe an organic reaction: reactants, conditions, products, and yield. Dataset: the Open Reaction Database (ORD), a public repository of structured organic reaction records Starting materials: C(=O)(OCC1C2=CC=CC=C2C2=CC=CC=C12)N1[C@H](C(=O)O)CCC1 (N-Fmoc-L-proline), NCC1=C(C=CC(=C1)Cl)C1N(CC1)C(=O)OCC(Cl)(Cl)Cl (2,2,2-trichloroethyl 2-[2-(aminomethyl)-4-chlorophenyl]azetidine-1-carboxylate), C(CCl)Cl (EDC), C1=CC2=C(N=C1)N(N=N2)O (HOAT). Run in CN(C)C=O (DMF). Run at time 30 minute. The product is ClC1=CC(=C(C=C1)C1N(CC1)C(=O)OCC(Cl)(Cl)Cl)CNC([C@H]1NCCC1)=O (2,2,2-trichloroethyl 2-{4-chloro-2-[(L-prolylamino)methyl]phenyl}azetidine-1-carboxylate). The yield is 19.0%. Reaction SMILES: C([N:18]1[CH2:25][CH2:24][CH2:23][C@H:19]1[C:20](O)=[O:21])(OCC1C2C(=CC=CC=2)C2C1=CC=CC=2)=O.[NH2:26][CH2:27][C:28]1[CH:33]=[C:32]([Cl:34])[CH:31]=[CH:30][C:29]=1[CH:35]1[CH2:38][CH2:37][N:36]1[C:39]([O:41][CH2:42][C:43]([Cl:46])([Cl:45])[Cl:44])=[O:40].C(Cl)CCl.C1C=NC2N(O)N=NC=2C=1>CN(C=O)C>[Cl:34][C:32]1[CH:31]=[CH:30][C:29]([CH:35]2[CH2:38][CH2:37][N:36]2[C:39]([O:41][CH2:42][C:43]([Cl:45])([Cl:46])[Cl:44])=[O:40])=[C:28]([CH2:27][NH:26][C:20](=[O:21])[C@@H:19]2[CH2:23][CH2:24][CH2:25][NH:18]2)[CH:33]=1. Procedure details: N-Fmoc-L-proline (0.249 g, 0.739 mmol) was added to a stirred mixture of 2,2,2-trichloroethyl 2-[2-(aminomethyl)-4-chlorophenyl]azetidine-1-carboxylate (0.275 g, 0.739 mmol), EDC (0.213 g, 1.11 mmol) and HOAT (50 mg, 0.37 mmol) in DMF (2 mL). After 16 h the reaction mixture was partitioned between ethyl acetate and dilute HCl solution. The organic layer was washed with water and brine, dried (Na2SO4) and evaporated in vacuo to a foam. This material was dissolved in DMF (2 mL) and piperidine (0.5... The reactants are [H-].[Na+] (Sodium hydride), C(C)(C)(C)OC(=O)N1CC(NCC1)=O (3-oxo-piperazine-1-carboxylic acid tert-butyl ester), ClCCN1CCCC1 (1-(2-chloroethyl)-pyrrolidine), Cl.ClCCN1CCCC1 (1-(2-chloroethyl)-pyrrolidine hydrochloride). The solvent is CN(C(C)=O)C (N,N-dimethylacetamide), C1(=CC=CC=C1)C (toluene). Run at time 16 hour. Product: C(C)(C)(C)OC(=O)N1CC(N(CC1)CCN1CCCC1)=O (3-Oxo-4-(2-pyrrolidin-1-yl-ethyl)-piperazine-1-carboxylic acid tert-butyl ester). Isolated yield 42.0%. RXN SMILES: [H-].[Na+].[C:3]([O:7][C:8]([N:10]1[CH2:15][CH2:14][NH:13][C:12](=[O:16])[CH2:11]1)=[O:9])([CH3:6])([CH3:5])[CH3:4].Cl[CH2:18][CH2:19][N:20]1[CH2:24][CH2:23][CH2:22][CH2:21]1.Cl.ClCCN1CCCC1>CN(C)C(=O)C.C1(C)C=CC=CC=1>[C:3]([O:7][C:8]([N:10]1[CH2:15][CH2:14][N:13]([CH2:18][CH2:19][N:20]2[CH2:24][CH2:23][CH2:22][CH2:21]2)[C:12](=[O:16])[CH2:11]1)=[O:9])([CH3:6])([CH3:4])[CH3:5] |f:0.1,4.5|. Procedure: Sodium hydride (55% dispersion in mineral oil, 1.96 g, 45 mmol) was added portionwise at room temperature to a solution of 3-oxo-piperazine-1-carboxylic acid tert-butyl ester (6.01 g, 30.0 mmol) in N,N-dimethylacetamide (150 ml), then a solution of 1-(2-chloroethyl)-pyrrolidine in toluene [prepared from commercially available 1-(2-chloroethyl)-pyrrolidine hydrochloride (16.1 g, 94.5 mmol) by partitioning between toluene (70 ml) and 1 M aq. sodium hydroxide solution (70 ml) and drying of the orga... Product: NC1=C(C=CC(=C1)C)NC[C@@H]1CN(CCO1)C(=O)OC(C)(C)C ((R)-tert-butyl 2-((2-amino-4-methylphenylamino)methyl)morpholine-4-carboxylate). The reagents and catalysts are [Zn] (zinc). As a reaction SMILES: [NH2:1][CH2:2][C@H:3]1[O:8][CH2:7][CH2:6][N:5]([C:9]([O:11][C:12]([CH3:15])([CH3:14])[CH3:13])=[O:10])[CH2:4]1.CCN(C(C)C)C(C)C.F[C:26]1[CH:31]=[CH:30][C:29]([CH3:32])=[CH:28][C:27]=1[N+:33]([O-])=O.C(O)(=O)C>CO.[Zn]>[NH2:33][C:27]1[CH:28]=[C:29]([CH3:32])[CH:30]=[CH:31][C:26]=1[NH:1][CH2:2][C@H:3]1[O:8][CH2:7][CH2:6][N:5]([C:9]([O:11][C:12]([CH3:15])([CH3:14])[CH3:13])=[O:10])[CH2:4]1. Reactants: C(C)(=O)O (Acetic acid), NC[C@@H]1CN(CCO1)C(=O)OC(C)(C)C ((R)-tert-butyl 2-(aminomethyl)morpholine-4-carboxylate), CCN(C(C)C)C(C)C (DIPEA), FC1=C(C=C(C=C1)C)[N+](=O)[O-] (1-fluoro-4-methyl-2-nitrobenzene). The yield is 99.6%. Run in CO (MeOH). Run at temperature 140 celsius, time 90 minute. Reported procedure: A mixture of (R)-tert-butyl 2-(aminomethyl)morpholine-4-carboxylate (0.715 g, 3.31 mmol), DIPEA (0.577 mL, 3.31 mmol), and 1-fluoro-4-methyl-2-nitrobenzene (0.513 g, 3.31 mmol) in MeOH (14 mL) was heated at 140° C. in A microwave reactor for 30 min and then cooled to room temperature. Acetic acid (1.9 mL, 33.1 mmol) was added, followed by zinc (2.162 g, 33.1 mmol). The resulting mixture was stirred at room temperature for 90 min to afford the (R)-tert-butyl 2-((2-amino-4-methylphenylamino)methyl... Reactants: C(C1=CC=CC=C1)OCCCN1C(C(=C(C2=CC=CN=C12)C1=CC(=CC=C1)OC)NC(=O)NC1=C(C=CC=C1C(C)C)C(C)C)=O (N-[1-(3-benzyloxypropyl)-4-(3-methoxyphenyl)-1,2-dihydro-2-oxo-1,8-naphthyridin-3-yl]-N'-(2,6-diisopropylphenyl)urea), Cl (hydrochloric acid). Reagents/catalysts: [C].[Pd] (palladium-carbon). Run in C(C)O (ethanol). Run at time 3 hour. Yields the product OCCCN1C(C(=C(C2=CC=CN=C12)C1=CC(=CC=C1)OC)NC(=O)NC1=C(C=CC=C1C(C)C)C(C)C)=O (N-[1-(3-hydroxypropyl)-4-(3-methoxyphenyl)-1,2-dihydro-2-oxo-1,8-naphthyridin-3-yl]-N'-(2,6-diisopropylphenyl)urea). Yield: 100.0%. Reaction SMILES: C([O:8][CH2:9][CH2:10][CH2:11][N:12]1[C:21]2[C:16](=[CH:17][CH:18]=[CH:19][N:20]=2)[C:15]([C:22]2[CH:27]=[CH:26][CH:25]=[C:24]([O:28][CH3:29])[CH:23]=2)=[C:14]([NH:30][C:31]([NH:33][C:34]2[C:39]([CH:40]([CH3:42])[CH3:41])=[CH:38][CH:37]=[CH:36][C:35]=2[CH:43]([CH3:45])[CH3:44])=[O:32])[C:13]1=[O:46])C1C=CC=CC=1.Cl>C(O)C.[C].[Pd]>[OH:8][CH2:9][CH2:10][CH2:11][N:12]1[C:21]2[C:16](=[CH:17][CH:18]=[CH:19][N:20]=2)[C:15]([C:22]2[CH:27]=[CH:26][CH:25]=[C:24]([O:28][CH3:29])[CH:23]=2)=[C:14]([NH:30][C:31]([NH:33][C:34]2[C:39]([CH:40]([CH3:42])[CH3:41])=[CH:38][CH:37]=[CH:36][C:35]=2[CH:43]([CH3:45])[CH3:44])=[O:32])[C:13]1=[O:46] |f:3.4|. Procedure: To a solution of N-[1-(3-benzyloxypropyl)-4-(3-methoxyphenyl)-1,2-dihydro-2-oxo-1,8-naphthyridin-3-yl]-N'-(2,6-diisopropylphenyl)urea (1.31 g, 2.12 mmol) in ethanol (80 ml) was added 10% palladium-carbon (150 mg), and the mixture was stirred at room temperature under hydrogen atmosphere for three hours. To the mixture was added 12N hydrochloric acid (1 ml), and the mixture was further stirred at room temperature under hydrogen atmosphere for two hours. The mixture was filtered through a cerite p...